This data is from the Open Reaction Database (ORD), a public repository of structured organic reaction records. The task is: describe an organic reaction: reactants, conditions, products, and yield The reactants are OC=1C=C2C(=NN(C2=CC1)C(=O)OC(C)(C)C)I (tert-butyl 5-hydroxy-3-iodo-1H-indazole-1-carboxylate), [OH-].[K+] (KOH), BrC(F)(F)P(OCC)(OCC)=O (Diethyl bromodifluoromethylphosphonate). The solvent is CC#N.O (MeCN H2O), CCOC(=O)C (EtOAc). Run at time 20 minute. Product: FC(OC=1C=C2C(=NN(C2=CC1)C(=O)OC(C)(C)C)I)F (tert-butyl 5-(difluoromethoxy)-3-iodo-1H-indazole-1-carboxylate). The yield is 47.0%. Reaction SMILES: Br[C:2](P(=O)(OCC)OCC)([F:4])[F:3].[OH:13][C:14]1[CH:15]=[C:16]2[C:20](=[CH:21][CH:22]=1)[N:19]([C:23]([O:25][C:26]([CH3:29])([CH3:28])[CH3:27])=[O:24])[N:18]=[C:17]2[I:30].[OH-].[K+]>CC#N.O.CCOC(C)=O>[F:3][CH:2]([F:4])[O:13][C:14]1[CH:15]=[C:16]2[C:20](=[CH:21][CH:22]=1)[N:19]([C:23]([O:25][C:26]([CH3:27])([CH3:29])[CH3:28])=[O:24])[N:18]=[C:17]2[I:30] |f:2.3,4.5|. Reported procedure: Diethyl bromodifluoromethylphosphonate (1.13 g, 4.22 mmol) was added in one portion to a cooled (−30° C.) solution of tert-butyl 5-hydroxy-3-iodo-1H-indazole-1-carboxylate and KOH (2.36 g, 42.2 mmol) in MeCN/H2O (20 mL/20 mL). The reaction mixture was allowed to warm to room temperature. After 20 min, the reaction mixture was diluted with EtOAc (15 mL), and the organic phase was separated. The water phase was extracted with EtOAc (10 mL). The combined organic layers were dried over Na2SO4. Evapo... Reactants: CC(=O)N(C)c1sccc1C(=O)c1ccccc1F, CCO, Cl, N. Yields the product CNc1sccc1C(=O)c1ccccc1F. As a reaction SMILES: [CH3:1][N:2]([c:3]1[s:4][cH:5][cH:6][c:7]1[C:8]([c:9]1[c:10]([F:15])[cH:11][cH:12][cH:13][cH:14]1)=[O:16])[C:17](=[O:18])[CH3:19].[CH3:22][CH2:23][OH:24].[ClH:20].[NH3:21]>>[CH3:1][NH:2][c:3]1[s:4][cH:5][cH:6][c:7]1[C:8]([c:9]1[c:10]([F:15])[cH:11][cH:12][cH:13][cH:14]1)=[O:16].